This data is from the Open Reaction Database (ORD), a public repository of structured organic reaction records. The task is: describe an organic reaction: reactants, conditions, products, and yield The reactants are N1=CC(=CC=C1)CCCCCO (5-(3-pyridyl)-1-pentanol), N1=CC(=CC=C1)CCCO (3-(3-pyridyl)-1-propanol). Solvent: CO (methanol), C(Cl)(Cl)Cl (chloroform). The product is N1=CC(=CC=C1)CCCCC=O (5-(3-pyridyl)-1-pentanal). Isolated yield 96.0%. As a reaction SMILES: [N:1]1[CH:6]=[CH:5][CH:4]=[C:3]([CH2:7][CH2:8][CH2:9][CH2:10][CH2:11][OH:12])[CH:2]=1.N1C=CC=C(CCCO)C=1>CO.C(Cl)(Cl)Cl>[N:1]1[CH:6]=[CH:5][CH:4]=[C:3]([CH2:7][CH2:8][CH2:9][CH2:10][CH:11]=[O:12])[CH:2]=1. Procedure details: Utilising the procedure described in example 10(a) employing 5-(3-pyridyl)-1-pentanol in lieu of 3-(3-pyridyl)-1-propanol gave after purification by column chromatography (flash silica gel, 5% methanol in chloroform) 5-(3-pyridyl)-1-pentanal (96% yield). Reactants: C1CCOC1, CCCCCC, N#Cc1cccnc1Cl, [H-], [Na+], O, OCc1ccccc1. The product is N#Cc1cccnc1OCc1ccccc1. Reaction SMILES: [CH2:27]1[O:28][CH2:29][CH2:30][CH2:31]1.[CH3:21][CH2:22][CH2:23][CH2:24][CH2:25][CH3:26].[Cl:11][c:12]1[c:13]([C:14]#[N:15])[cH:16][cH:17][cH:18][n:19]1.[H-:1].[Na+:2].[OH2:20].[OH:3][CH2:4][c:5]1[cH:6][cH:7][cH:8][cH:9][cH:10]1>>[O:3]([CH2:4][c:5]1[cH:6][cH:7][cH:8][cH:9][cH:10]1)[c:12]1[c:13]([C:14]#[N:15])[cH:16][cH:17][cH:18][n:19]1. Starting materials: C(C)(=O)C=1C(=C(C(=C(C1)Cl)C)C1=CC(=C(C=C1)F)C(=O)OC)OC (methyl 3′-acetyl-5′-chloro-4-fluoro-2′-methoxy-6′-methylbiphenyl-3-carboxylate), N (ammonia), CO (methanol). Conditions: temperature 90 celsius. The product is C(C)(=O)C=1C(=C(C(=C(C1)Cl)C)C1=CC(=C(C=C1)F)C(=O)N)OC (3′-Acetyl-5′-chloro-4-fluoro-2′-methoxy-6′-methylbiphenyl-3-carboxamide). Reaction SMILES: [C:1]([C:4]1[C:5]([O:23][CH3:24])=[C:6]([C:12]2[CH:17]=[CH:16][C:15]([F:18])=[C:14]([C:19](OC)=[O:20])[CH:13]=2)[C:7]([CH3:11])=[C:8]([Cl:10])[CH:9]=1)(=[O:3])[CH3:2].[NH3:25].CO>>[C:1]([C:4]1[C:5]([O:23][CH3:24])=[C:6]([C:12]2[CH:17]=[CH:16][C:15]([F:18])=[C:14]([C:19]([NH2:25])=[O:20])[CH:13]=2)[C:7]([CH3:11])=[C:8]([Cl:10])[CH:9]=1)(=[O:3])[CH3:2]. Procedure details: A mixture of methyl 3′-acetyl-5′-chloro-4-fluoro-2′-methoxy-6′-methylbiphenyl-3-carboxylate (50 mg, 0.1 mmol) and 7.0 M ammonia in methanol (2.0 mL, 14 mmol) was heated at 90° C. in a sealed tube overnight. After evaporating the mixture to dryness, the residue was used directly in next step. LCMS calculated for C17H16ClFNO3 (M+H)+: m/z=336.1. found: 336.0. The product is FC=1C=C(C=C(C1)F)N1C([C@@H](CC1)O)=O ((R)-1-(3,5-difluorophenyl)-3-hydroxypyrrolidin-2-one). RXN SMILES: [F:1][C:2]1[CH:3]=[C:4]([NH:9][CH2:10][CH2:11][C@H:12]2[O:16]C(C)(C)[O:14][C:13]2=O)[CH:5]=[C:6]([F:8])[CH:7]=1.O.C1(C)C=CC(S(O)(=O)=O)=CC=1.C(OCC)C>CO>[F:1][C:2]1[CH:3]=[C:4]([N:9]2[CH2:10][CH2:11][C@@H:12]([OH:16])[C:13]2=[O:14])[CH:5]=[C:6]([F:8])[CH:7]=1 |f:1.2|. The yield is 65.1%. Reaction conditions: time 8 hour. Reactants: FC=1C=C(C=C(C1)F)NCC[C@@H]1C(OC(O1)(C)C)=O ((R)-5-(2-(3,5-difluorophenylamino)ethyl)-2,2-dimethyl-1,3-dioxolan-4-one), O.C1(=CC=C(C=C1)S(=O)(=O)O)C (p-toluensulfonic acid monohydrate), C(C)OCC (diethyl ether). Procedure: A stirred solution of (R)-5-(2-(3,5-difluorophenylamino)ethyl)-2,2-dimethyl-1,3-dioxolan-4-one (8.0 g, 29.5 mmol) and p-toluensulfonic acid monohydrate (508 mg, 2.95 mmol) in MeOH (75 mL) under nitrogen was heated to 70° C. for 75 minutes. The reaction mixture was slowly cooled to RT and then continued to stir at RT overnight. The reaction mixture was concentrated under reduced pressure to provide 9.5 g of a brown waxy solid. The solid was dissolved in MeOH (10 mL) and diethyl ether (100 mL) was... Run in CO (MeOH), CO (MeOH). Starting materials: C (Darco), C(C1=CC=CC=C1)OC1=CC2=C([C@@H](CO2)NO)C=C1 ((S)-N-[6-benzyloxy-2,3-dihydrobenzofuran-3-yl]hydroxylamine), CN(C)C=O (DMF), C[Si](C)(C)N=C=O (trimethylsilylisocyanate). Run in C1CCOC1 (THF). Conditions: time 0.5 hour. The product is C(C1=CC=CC=C1)OC1=CC2=C([C@@H](CO2)N(C(=O)N)O)C=C1 ((S)-N-[6-Benzyloxy-2,3-dihydrobenzofuran-3-yl]hydroxyurea). The yield is 70.1%. Reaction SMILES: [CH2:1]([O:8][C:9]1[CH:19]=[CH:18][C:12]2[C@H:13]([NH:16][OH:17])[CH2:14][O:15][C:11]=2[CH:10]=1)[C:2]1[CH:7]=[CH:6][CH:5]=[CH:4][CH:3]=1.C[Si]([N:24]=[C:25]=[O:26])(C)C.CN(C=O)C.C>C1COCC1>[CH2:1]([O:8][C:9]1[CH:19]=[CH:18][C:12]2[C@H:13]([N:16]([OH:17])[C:25]([NH2:24])=[O:26])[CH2:14][O:15][C:11]=2[CH:10]=1)[C:2]1[CH:3]=[CH:4][CH:5]=[CH:6][CH:7]=1. Procedure details: To a 5 L, 3-necked flask equipped with a mechanical stirrer, thermometer and condenser with CaCl2 drying tube was added under a N2 atmosphere (S)-N-[6-benzyloxy-2,3-dihydrobenzofuran-3-yl]hydroxylamine (129.0 g, 0.501 mol) in THF (2.6 L). The resulting mixture was stirred at room temperature for 0.5 h, at which time was added in one portion, trimethylsilylisocyanate (107.2 mL, 86.6 g, 0.752 mol). The mixture was then heated at reflux for 15 min, then was cooled to 5° C. with an ice bath. The pre... Starting materials: CCOC(C)=O, [Cl-], COC(=O)C(c1nc2ccc(C)cc2[n+]([O-])n1)c1cc(C2OC(COCc3ccccc3)C(OCc3ccccc3)C(OCc3ccccc3)C2OCc2ccccc2)ccc1Cl, [NH4+], C1COCCO1. The product is COC(=O)C(c1nnc2cc(C)ccc2n1)c1cc(C2OC(COCc3ccccc3)C(OCc3ccccc3)C(OCc3ccccc3)C2OCc2ccccc2)ccc1Cl. RXN SMILES: [CH3:66][CH2:67][O:68][C:69]([CH3:70])=[O:71].[Cl-:64].[Cl:1][c:2]1[c:3]([CH:47]([C:48](=[O:49])[O:50][CH3:51])[c:52]2[n:53][n+:54]([O-:63])[c:55]3[c:56]([n:57]2)[cH:58][cH:59][c:60]([CH3:62])[cH:61]3)[cH:4][c:5]([CH:8]2[O:9][CH:10]([CH2:38][O:39][CH2:40][c:41]3[cH:42][cH:43][cH:44][cH:45][cH:46]3)[CH:11]([O:30][CH2:31][c:32]3[cH:33][cH:34][cH:35][cH:36][cH:37]3)[CH:12]([O:22][CH2:23][c:24]3[cH:25][cH:26][cH:27][cH:28][cH:29]3)[CH:13]2[O:14][CH2:15][c:16]2[cH:17][cH:18][cH:19][cH:20][cH:21]2)[cH:6][cH:7]1.[NH4+:65].[O:72]1[CH2:73][CH2:74][O:75][CH2:76][CH2:77]1>>[Cl:1][c:2]1[c:3]([CH:47]([C:48](=[O:49])[O:50][CH3:51])[c:52]2[n:53][n:54][c:55]3[c:56]([n:57]2)[cH:58][cH:59][c:60]([CH3:62])[cH:61]3)[cH:4][c:5]([CH:8]2[O:9][CH:10]([CH2:38][O:39][CH2:40][c:41]3[cH:42][cH:43][cH:44][cH:45][cH:46]3)[CH:11]([O:30][CH2:31][c:32]3[cH:33][cH:34][cH:35][cH:36][cH:37]3)[CH:12]([O:22][CH2:23][c:24]3[cH:25][cH:26][cH:27][cH:28][cH:29]3)[CH:13]2[O:14][CH2:15][c:16]2[cH:17][cH:18][cH:19][cH:20][cH:21]2)[cH:6][cH:7]1.